From a dataset of the Open Reaction Database (ORD), a public repository of structured organic reaction records. describe an organic reaction: reactants, conditions, products, and yield The reactants are ClC=1OC2=C(N1)C=CC=C2 (2-chlorobenzoxazole), N1(CCNCC1)C(=O)OCC1=CC=CC=C1 (benzyl 1-piperazinecarboxylate), C(=O)([O-])[O-].[K+].[K+] (K2CO3). The solvent is CN(C)C=O (DMF), O (water). Conditions: temperature 100 celsius, time 8 hour. Yields the product C(C1=CC=CC=C1)OC(=O)N1CCN(CC1)C=1OC2=C(N1)C=CC=C2 (4-Benzoxazol-2-yl-piperazine-1-carboxylic acid benzyl ester). Yield: 77.4%. Reaction SMILES: Cl[C:2]1[O:3][C:4]2[CH:10]=[CH:9][CH:8]=[CH:7][C:5]=2[N:6]=1.[N:11]1([C:17]([O:19][CH2:20][C:21]2[CH:26]=[CH:25][CH:24]=[CH:23][CH:22]=2)=[O:18])[CH2:16][CH2:15][NH:14][CH2:13][CH2:12]1.C([O-])([O-])=O.[K+].[K+]>CN(C=O)C.O>[CH2:20]([O:19][C:17]([N:11]1[CH2:16][CH2:15][N:14]([C:2]2[O:3][C:4]3[CH:10]=[CH:9][CH:8]=[CH:7][C:5]=3[N:6]=2)[CH2:13][CH2:12]1)=[O:18])[C:21]1[CH:26]=[CH:25][CH:24]=[CH:23][CH:22]=1 |f:2.3.4|. Procedure details: A mixture of 2-chlorobenzoxazole (1.00 g, 6.51 mmol), benzyl 1-piperazinecarboxylate (1.43 g, 6.51 mmol), and K2CO3 (1.80 g, 13.0 mmol) in DMF (13 mL) was stirred at 100° C. overnight, cooled, diluted with water, and extracted with EtOAc. The extracts were combined, washed with water and brine, dried over Na2SO4 and concentrated in vacuo to provide the title compound (1.70 g, 77%), characterized by NMR and mass spectral analyses. Yields the product O=S(=O)(CC1CN(S(=O)(=O)c2ccc(Cl)nc2)CCN1c1ccc(C(O)(C(F)(F)F)C(F)(F)F)cc1)c1ccccc1. Starting materials: O=S(=O)(Cl)c1ccc(Cl)nc1, ClCCl, O=C(O)C(F)(F)F, CC(C)(C)OC(=O)N1CCN(c2ccc(C(O)(C(F)(F)F)C(F)(F)F)cc2)C(CS(=O)(=O)c2ccccc2)C1. As a reaction SMILES: [Cl:47][c:48]1[cH:49][cH:50][c:51]([S:54](=[O:55])(=[O:56])[Cl:57])[cH:52][n:53]1.[Cl:58][CH2:59][Cl:60].[F:40][C:41]([F:42])([F:43])[C:44]([OH:45])=[O:46].[c:1]1([S:7](=[O:8])(=[O:9])[CH2:10][CH:11]2[CH2:12][N:13]([C:33]([O:34][C:35]([CH3:36])([CH3:37])[CH3:38])=[O:39])[CH2:14][CH2:15][N:16]2[c:17]2[cH:18][cH:19][c:20]([C:23]([C:24]([F:25])([F:26])[F:27])([C:28]([F:29])([F:30])[F:31])[OH:32])[cH:21][cH:22]2)[cH:2][cH:3][cH:4][cH:5][cH:6]1>>[c:1]1([S:7](=[O:8])(=[O:9])[CH2:10][CH:11]2[CH2:12][N:13]([S:54]([c:51]3[cH:50][cH:49][c:48]([Cl:47])[n:53][cH:52]3)(=[O:55])=[O:56])[CH2:14][CH2:15][N:16]2[c:17]2[cH:18][cH:19][c:20]([C:23]([C:24]([F:25])([F:26])[F:27])([C:28]([F:29])([F:30])[F:31])[OH:32])[cH:21][cH:22]2)[cH:2][cH:3][cH:4][cH:5][cH:6]1.